Task: describe an organic reaction: reactants, conditions, products, and yield. Dataset: the Open Reaction Database (ORD), a public repository of structured organic reaction records Starting materials: Cl (hydrochloric acid), C1(=CC=C(C=C1)S(=O)(=O)OC1CCCC1)C (Cyclopentyl p-toluenesulfonate), FC1=C(C=C(C(=C1)Cl)O)N1C(C2=C(C1=O)CCCC2)=O (N-(2-fluoro-4-chloro-5-hydroxyphenyl)-3,4,5,6-tetrahydrophthalimide), C([O-])([O-])=O.[K+].[K+] (potassium carbonate). Solvent: C(C)#N (acetonitrile). Run at temperature 80 celsius, time 2 hour. Yields the product FC1=C(C=C(C(=C1)Cl)OC1CCCC1)N1C(C2=C(C1=O)CCCC2)=O (N-(2-fluoro-4-chloro-5-cyclopentyloxyphenyl)-3,4,5,6-tetrahydrophthalimide). The yield is 31.4%. Reaction SMILES: C1(C)C=CC(S(O[CH:11]2[CH2:15][CH2:14][CH2:13][CH2:12]2)(=O)=O)=CC=1.[F:17][C:18]1[CH:23]=[C:22]([Cl:24])[C:21]([OH:25])=[CH:20][C:19]=1[N:26]1[C:30](=[O:31])[C:29]2[CH2:32][CH2:33][CH2:34][CH2:35][C:28]=2[C:27]1=[O:36].C(=O)([O-])[O-].[K+].[K+].Cl>C(#N)C>[F:17][C:18]1[CH:23]=[C:22]([Cl:24])[C:21]([O:25][CH:11]2[CH2:15][CH2:14][CH2:13][CH2:12]2)=[CH:20][C:19]=1[N:26]1[C:30](=[O:31])[C:29]2[CH2:32][CH2:33][CH2:34][CH2:35][C:28]=2[C:27]1=[O:36] |f:2.3.4|. Reported procedure: Cyclopentyl p-toluenesulfonate (1.90 g, 8.11 mmol) was added to a solution of N-(2-fluoro-4-chloro-5-hydroxyphenyl)-3,4,5,6-tetrahydrophthalimide (2.0 g, 6.76 mmol) and potassium carbonate (0.60 g, 4.34 mmol) in acetonitrile (50 ml), followed by stirring for 2 hours at 80° C. After completion of the reaction, 1N hydrochloric acid (20 ml) was added to the resulting reaction mixture, and the mixture was extracted with ethyl acetate (20 ml×3 times). The organic layer was washed with water, dried ov... The reactants are CC=1C=C(C=CC1N1CCOCCC1=O)[N+](=O)[O-] (3-methyl-4-(5-oxo-[1,4]oxazepan-4-yl)-1-nitro-benzene). The reagents and catalysts are [Ni] (Raney nickel). The solvent is CO (methanol). Yields the product CC=1C=C(N)C=CC1N1CCOCCC1=O (3-methyl-4-(5-oxo-[1,4]oxazepan-4-yl)-aniline). Reaction SMILES: [CH3:1][C:2]1[CH:3]=[C:4]([N+:16]([O-])=O)[CH:5]=[CH:6][C:7]=1[N:8]1[C:14](=[O:15])[CH2:13][CH2:12][O:11][CH2:10][CH2:9]1>[Ni].CO>[CH3:1][C:2]1[CH:3]=[C:4]([CH:5]=[CH:6][C:7]=1[N:8]1[C:14](=[O:15])[CH2:13][CH2:12][O:11][CH2:10][CH2:9]1)[NH2:16]. Reported procedure: Prepared analogously to Example 1c from 3-methyl-4-(5-oxo-[1,4]oxazepan-4-yl)-1-nitro-benzene with Raney nickel under a hydrogen atmosphere in methanol. The reactants are BrC1=C(CN2C(=NC3=C2C=C(C=C3)O)C3=CC(=CC=C3)C)C=CC=C1 (1-(2-bromobenzyl)-2-(3-methylphenyl)-6-hydroxybenzimidazole), CN(C)CCCCl (3-(N,N-dimethylamino)propyl chloride). As a reaction SMILES: [Br:1][C:2]1[CH:25]=[CH:24][CH:23]=[CH:22][C:3]=1[CH2:4][N:5]1[C:9]2[CH:10]=[C:11]([OH:14])[CH:12]=[CH:13][C:8]=2[N:7]=[C:6]1[C:15]1[CH:20]=[CH:19][CH:18]=[C:17]([CH3:21])[CH:16]=1.[CH3:26][N:27]([CH2:29][CH2:30][CH2:31]Cl)[CH3:28]>>[Br:1][C:2]1[CH:25]=[CH:24][CH:23]=[CH:22][C:3]=1[CH2:4][N:5]1[C:9]2[CH:10]=[C:11]([O:14][CH2:31][CH2:30][CH2:29][N:27]([CH3:28])[CH3:26])[CH:12]=[CH:13][C:8]=2[N:7]=[C:6]1[C:15]1[CH:20]=[CH:19][CH:18]=[C:17]([CH3:21])[CH:16]=1. Yields the product BrC1=C(CN2C(=NC3=C2C=C(C=C3)OCCCN(C)C)C3=CC(=CC=C3)C)C=CC=C1 (1-(2-bromobenzyl)-2-(3-methylphenyl)-6-[3-(N,N-dimethylamino)propoxy]benzimidazole). Procedure details: The title compound was prepared essentially as described in Example 116 except that the compound of Example 126 was reacted with 3-(N,N-dimethylamino)propyl chloride. MS 479.